Dataset: the Open Reaction Database (ORD), a public repository of structured organic reaction records. Task: describe an organic reaction: reactants, conditions, products, and yield Reactants: FC(C=1C=CC2=C(SC=C2N2CCNCC2)C1)(F)F (1-(6-trifluoromethyl-benzo[b]thiophen-3-yl)-piperazine), C(C)(C)(C)OC(=O)C1(CC1)CC=O (1-(2-Oxo-ethyl)-cyclopropanecarboxylic acid tert-butyl ester), [OH-].[Na+] (sodium hydroxide), C(C)(=O)O[BH-](OC(C)=O)OC(C)=O.[Na+] (sodium triacetoxyborohydride). Solvent: ClCCl (dichloromethane). Conditions: time 15 minute. Product: C(C)(C)(C)OC(=O)C1(CC1)CCN1CCN(CC1)C=1C2=C(SC1)C=C(C=C2)C(F)(F)F (1-{2-[4-(6-Trifluoromethyl-benzo[b]thiophen-3-yl)-piperazin-1-yl]-ethyl}-cyclopropanecarboxylic acid tert-butyl ester). Yield: 91.2%. RXN SMILES: [F:1][C:2]([F:19])([F:18])[C:3]1[CH:4]=[CH:5][C:6]2[C:10]([N:11]3[CH2:16][CH2:15][NH:14][CH2:13][CH2:12]3)=[CH:9][S:8][C:7]=2[CH:17]=1.[C:20]([O:24][C:25]([C:27]1([CH2:30][CH:31]=O)[CH2:29][CH2:28]1)=[O:26])([CH3:23])([CH3:22])[CH3:21].C(O[BH-](OC(=O)C)OC(=O)C)(=O)C.[Na+].[OH-].[Na+]>ClCCl>[C:20]([O:24][C:25]([C:27]1([CH2:30][CH2:31][N:14]2[CH2:13][CH2:12][N:11]([C:10]3[C:6]4[CH:5]=[CH:4][C:3]([C:2]([F:18])([F:1])[F:19])=[CH:17][C:7]=4[S:8][CH:9]=3)[CH2:16][CH2:15]2)[CH2:29][CH2:28]1)=[O:26])([CH3:23])([CH3:22])[CH3:21] |f:2.3,4.5|. Reported procedure: To a solution of 4.2 g (14.7 mmol) of 1-(6-trifluoromethyl-benzo[b]thiophen-3-yl)-piperazine in 100 mL of dichloromethane under nitrogen was added 3.5 g (19.1 mmol) of 1-(2-Oxo-ethyl)-cyclopropanecarboxylic acid tert-butyl ester. After stirring 10 minutes at room temperature 6.5 g (30.7 mmol) of sodium triacetoxyborohydride was added portion-wise. After 30 minutes 100 mL of 0.5 N aqueous sodium hydroxide was added and the reaction was stirred for 15 minutes. The organic layer was separated, drie...